This data is from the Open Reaction Database (ORD), a public repository of structured organic reaction records. The task is: describe an organic reaction: reactants, conditions, products, and yield The reactants are Ammonium salt, OC(CC(C(=O)O)=NO)(C(=O)O)CC1=CNC2=CC=CC=C12 (4-hydroxy-4-(3-indolylmethyl)-2-hydroxyiminoglutaric acid), Cl (hydrochloric acid), C([O-])([O-])=O.[Na+].[Na+] (sodium carbonate), C1(=CC=CC=C1)[C@@H](C)N ((R)-(+)-1-Phenylethylamine). Solvent: O (water), C(C)(=O)OCC (ethyl acetate). The product is C1(=CC=CC=C1)[C@@H](C)N ((R)-(+)-1-phenylethylamine), O[C@@](CC(C(=O)O)=NO)(C(=O)O)CC1=CNC2=CC=CC=C12 ((4S)-4-hydroxy-4-(3-indolylmethyl)-2-hydroxyiminoglutaric acid). Yield: 72.7%. Reaction SMILES: [OH:1][C:2]([CH2:13][C:14]1[C:22]2[C:17](=[CH:18][CH:19]=[CH:20][CH:21]=2)[NH:16][CH:15]=1)([C:10]([OH:12])=[O:11])[CH2:3][C:4](=[N:8][OH:9])[C:5]([OH:7])=[O:6].Cl.C(=O)([O-])[O-].[Na+].[Na+].[C:30]1([C@H:36]([NH2:38])[CH3:37])[CH:35]=[CH:34][CH:33]=[CH:32][CH:31]=1>O.C(OCC)(=O)C>[C:30]1([C@H:36]([NH2:38])[CH3:37])[CH:35]=[CH:34][CH:33]=[CH:32][CH:31]=1.[OH:1][C@:2]([CH2:13][C:14]1[C:22]2[C:17](=[CH:18][CH:19]=[CH:20][CH:21]=2)[NH:16][CH:15]=1)([C:10]([OH:12])=[O:11])[CH2:3][C:4](=[N:8][OH:9])[C:5]([OH:7])=[O:6] |f:2.3.4|. Procedure: Ammonium salt (44.7 g, 0.131 mol) of 4-hydroxy-4-(3-indolylmethyl)-2-hydroxyiminoglutaric acid was dissolved in 500 mL of water at 25° C., and subsequently the pH value of the aqueous solution was adjusted to 2 with 25.5 g of 36% hydrochloric acid. The acidic solution was subject to extraction with 1300 mL of ethyl acetate, and the ethyl acetate solution was washed with 200 mL of saturated aqueous NaCl solution. An aqueous solution (500 mL) of sodium carbonate (13.9 g, 0.131 mol) was added to th... Reactants: C(#N)[BH3-].[Na+] (sodium cyanoborohydride), NC[C@H](O)C=1C=CC(=C(C1)NS(=O)(=O)C)O (N-[5-(2-amino-1-{R}-hydroxyethyl)-2-hydroxyphenyl]-methanesulfonamide), FC1=C(CN(C(=O)NC2=CC=C(C=C2)S(=O)(=O)N2CCC(CC2)C=O)C(C)C)C(=CC=C1)F (1-(2,6-difluoro-benzyl)-3-[4-(4-formyl-piperidine-1-sulfonyl}-phenyl]-1-isopropyl-urea), C(C)(=O)O (acetic acid), 4A. The solvent is CO (methanol). Yields the product FC1=C(CN(C(NC2=CC=C(C=C2)S(=O)(=O)N2CCC(CC2)CNC[C@H](O)C=2C=CC(=C(C2)NS(=O)(=O)C)O)=O)C(C)C)C(=CC=C1)F (N-(5-{(1R)-2-[(1-{4-[3-(2,6-Difluoro-benzyl)-3-isopropyl-ureido]-benzenesulfonyl}-piperidin-4-ylmethyl)-amino]-1-hydroxy-ethyl}-2-hydroxy-phenyl)-methanesulfonamide). Yield: 26.0%. Reaction SMILES: [NH2:1][CH2:2][C@@H:3]([C:5]1[CH:6]=[CH:7][C:8]([OH:16])=[C:9]([NH:11][S:12]([CH3:15])(=[O:14])=[O:13])[CH:10]=1)[OH:4].[F:17][C:18]1[CH:48]=[CH:47][CH:46]=[C:45]([F:49])[C:19]=1[CH2:20][N:21]([CH:42]([CH3:44])[CH3:43])[C:22]([NH:24][C:25]1[CH:30]=[CH:29][C:28]([S:31]([N:34]2[CH2:39][CH2:38][CH:37]([CH:40]=O)[CH2:36][CH2:35]2)(=[O:33])=[O:32])=[CH:27][CH:26]=1)=[O:23].C(O)(=O)C.C([BH3-])#N.[Na+]>CO>[F:49][C:45]1[CH:46]=[CH:47][CH:48]=[C:18]([F:17])[C:19]=1[CH2:20][N:21]([CH:42]([CH3:44])[CH3:43])[C:22](=[O:23])[NH:24][C:25]1[CH:26]=[CH:27][C:28]([S:31]([N:34]2[CH2:35][CH2:36][CH:37]([CH2:40][NH:1][CH2:2][C@@H:3]([C:5]3[CH:6]=[CH:7][C:8]([OH:16])=[C:9]([NH:11][S:12]([CH3:15])(=[O:14])=[O:13])[CH:10]=3)[OH:4])[CH2:38][CH2:39]2)(=[O:33])=[O:32])=[CH:29][CH:30]=1 |f:3.4|. Reported procedure: A solution of N-[5-(2-amino-1-{R}-hydroxyethyl)-2-hydroxyphenyl]-methanesulfonamide (0.159 g, 0.65 mmol), 1-(2,6-difluoro-benzyl)-3-[4-(4-formyl-piperidine-1-sulfonyl}-phenyl]-1-isopropyl-urea (0.6 mol),and glacial acetic acid (0.037 g, 0.65 mmol) in 5 mL methanol was stirred for 1 hour over 4A molecular sieves. In one portion sodium cyanoborohydride (0.041 g, 0.65 mmol) was added and the mixture stirred over night at ambient temperature. The sieves were filtered and the filtrate was preabsorbed... Starting materials: CC(CC(=O)O)(C)C1=CC=CC=C1 (3-methyl-3-phenyl butanoic acid), P(Cl)(Cl)(Cl)(Cl)Cl (PCl5), [Cl-].[Al+3].[Cl-].[Cl-] (Aluminum chloride). Run in C1=CC=CC=C1 (benzene). Yields the product CC1(CC(C2=CC=CC=C12)=O)C (3,3-Dimethyl-1-indanone). As a reaction SMILES: [CH3:1][C:2]([C:8]1[CH:13]=[CH:12][CH:11]=[CH:10][CH:9]=1)([CH3:7])[CH2:3][C:4]([OH:6])=O.P(Cl)(Cl)(Cl)(Cl)Cl.[Cl-].[Al+3].[Cl-].[Cl-]>C1C=CC=CC=1>[CH3:7][C:2]1([CH3:1])[C:8]2[C:13](=[CH:12][CH:11]=[CH:10][CH:9]=2)[C:4](=[O:6])[CH2:3]1 |f:2.3.4.5|. Procedure details: To a solution of 3-methyl-3-phenyl butanoic acid (17.1 g, 95.5 mmoles) in benzene (70 mL) was added PCl5 (23.0 g, 0.11 mole, 1.15 eq.) portionwise with cooling. Upon completion of the addition, the reaction mixture was refluxed for 30 minutes and cooled to room temperature. Aluminum chloride (13.1 g, 98.3 mmoles) was added in increments and the reaction was heated at reflux for 30 minutes. The reaction mixture was poured onto ice; the oily layer was separated and the aqueous layer was extracted ... The reactants are C1(=CC=CC=C1)SC1=CC=2C(C3=CC=CC=C3SC2C=C1)=O (2-(phenylthio)thioxanthone), C(C)#N (acetonitrile), S(O)(O)(=O)=O (sulfuric acid), OO (hydrogen peroxide). Solvent: O (water). Reaction conditions: temperature 40 celsius, time 14 hour. Yields the product C1(=CC=CC=C1)S(=O)C1=CC=2C(C3=CC=CC=C3SC2C=C1)=O (2-[(phenyl)sulfinyl]thioxanthone). Yield: 83.0%. As a reaction SMILES: [C:1]1([S:7][C:8]2[CH:21]=[CH:20][C:19]3[S:18][C:17]4[C:12](=[CH:13][CH:14]=[CH:15][CH:16]=4)[C:11](=[O:22])[C:10]=3[CH:9]=2)[CH:6]=[CH:5][CH:4]=[CH:3][CH:2]=1.C(#N)C.S(=O)(=O)(O)[OH:27].OO>O>[C:1]1([S:7]([C:8]2[CH:21]=[CH:20][C:19]3[S:18][C:17]4[C:12](=[CH:13][CH:14]=[CH:15][CH:16]=4)[C:11](=[O:22])[C:10]=3[CH:9]=2)=[O:27])[CH:2]=[CH:3][CH:4]=[CH:5][CH:6]=1. Procedure details: While 11.2 parts of 2-(phenylthio)thioxanthone synthesized in Production Example 1, 215 parts of acetonitrile, and 0.02 parts of sulfuric acid were stirred at 40° C., 4.0 parts of a 30% aqueous hydrogen peroxide solution was dropped thereto slowly and then a reaction was performed at 40 to 45° C. for 14 hours. Subsequently, the reaction solution was cooled to room temperature (about 25° C.) and then was poured into 200 parts of distilled water, so that the product was precipitated. This was filt... Starting materials: CC=1C=CC(=CC1)S(=O)(=O)O (p-toluenesulfonate), N[C@@H]1C(NC1C#N)=O ((3S, 4RS)-3-amino-4-cyano-2-azetidinone), N1=CC=CC=C1 (pyridine), C1(=CC=CC=C1)CC(=O)Cl (phenylacetyl chloride). Run in C(Cl)Cl (methylene chloride), O (water). Conditions: temperature 25 celsius. The product is C(#N)[C@@H]1[C@@H](C(N1)=O)NC(CC1=CC=CC=C1)=O ((3S, 4S)-4-cyano-3-phenylacetamido-2-azetidinone). RXN SMILES: CC1C=CC(S(O)(=O)=O)=CC=1.[NH2:12][C@H:13]1[CH:16]([C:17]#[N:18])[NH:15][C:14]1=[O:19].N1C=CC=CC=1.[C:26]1([CH2:32][C:33](Cl)=[O:34])[CH:31]=[CH:30][CH:29]=[CH:28][CH:27]=1>C(Cl)Cl.O>[C:17]([C@H:16]1[NH:15][C:14](=[O:19])[C@H:13]1[NH:12][C:33](=[O:34])[CH2:32][C:26]1[CH:31]=[CH:30][CH:29]=[CH:28][CH:27]=1)#[N:18]. Reported procedure: In 100 ml of methylene chloride were dissolved under ice-cooling 5 g of p-toluenesulfonate of (3S, 4RS)-3-amino-4-cyano-2-azetidinone and 4.2 g of pyridine. To the solution was added 3 g of phenylacetyl chloride. The mixture was stirred at room temperature (about 25° C.) for ten minutes, which was shaken with water. The organic layer was separated and dried on anhydrous magnesium sulfate, then concentrated under reduced pressure. The concentrate was purified on a silicagel column chromatography ... Starting materials: Brc1ccc(Br)nn1, CC(C)(C)OC(=O)CO, [H-], [Na+], CN(C)C=O. Yields the product CC(C)(C)OC(=O)COc1ccc(Br)nn1. Reaction SMILES: [Br:12][c:13]1[n:14][n:15][c:16]([Br:19])[cH:17][cH:18]1.[C:1]([CH3:2])([CH3:3])([CH3:4])[O:5][C:6]([CH2:7][OH:8])=[O:9].[H-:10].[Na+:11].[O:20]=[CH:21][N:22]([CH3:23])[CH3:24]>>[C:1]([CH3:2])([CH3:3])([CH3:4])[O:5][C:6]([CH2:7][O:8][c:16]1[n:15][n:14][c:13]([Br:12])[cH:18][cH:17]1)=[O:9]. Starting materials: FC1=C(C=CC=C1F)C1=CC=C(C=C1)OCCCCCCO (2,3-difluoro-4'-(6-hydroxyhexyl)oxybiphenyl), [Cr](=O)(=O)([O-])Cl.[NH+]1=CC=CC=C1 (pyridinium chlorochromate), C(C)(=O)[O-].[Na+] (sodium acetate). Run in C(Cl)Cl (methylene chloride), C(Cl)Cl (methylene chloride). Run at time 18 hour. Product: FC1=C(C=CC=C1F)C1=CC=C(C=C1)OCCCCCC=O (2,3-difluoro-4'-(5-formylpentyl)oxybiphenyl). The yield is 42.9%. As a reaction SMILES: [Cr](Cl)([O-])(=O)=O.[NH+]1C=CC=CC=1.C([O-])(=O)C.[Na+].[F:17][C:18]1[C:23]([F:24])=[CH:22][CH:21]=[CH:20][C:19]=1[C:25]1[CH:30]=[CH:29][C:28]([O:31][CH2:32][CH2:33][CH2:34][CH2:35][CH2:36][CH2:37][OH:38])=[CH:27][CH:26]=1>C(Cl)Cl>[F:17][C:18]1[C:23]([F:24])=[CH:22][CH:21]=[CH:20][C:19]=1[C:25]1[CH:30]=[CH:29][C:28]([O:31][CH2:32][CH2:33][CH2:34][CH2:35][CH2:36][CH:37]=[O:38])=[CH:27][CH:26]=1 |f:0.1,2.3|. Procedure: First, 6.4 g of pyridinium chlorochromate, 0.48 g of sodium acetate, and 10 ml of methylene chloride were placed in a 200 ml flask. Then, 50 ml of a methylene chloride solution containing 6 g of 2,3-difluoro-4'-(6-hydroxyhexyl)oxybiphenyl obtained in Example 2-(f) was added dropwise to the reaction mixture. The reaction mixture was stirred for 18 hours. The reaction mixture was concentrated. The residue was purified by silica gel column chromatography (eluent: toluene) and recrystallized from a ... Starting materials: O (water), NC=1C(=CC(=CC1)C)C (2,4 xylidine), O (water), O (water), NC=1C(=CC=C(C1)C)C (2,5 xylidine), NC=1C(=CC(=CC1)C)C (2,4 xylidine), NC=1C(=CC=C(C1)C)C (2,5 xylidine), O (water). Product: NC1=C(C(=CC=C1)C)C.CO (xylidine methanol). RXN SMILES: [NH2:1][C:2]1[C:3]([CH3:9])=[CH:4][C:5](C)=[CH:6][CH:7]=1.N[C:11]1C(C)=CC=C(C)C=1.[OH2:19]>>[NH2:1][C:2]1[CH:7]=[CH:6][CH:5]=[C:4]([CH3:11])[C:3]=1[CH3:9].[CH3:2][OH:19] |f:3.4|. Procedure: In accordance with the above, soil and water samples contaminated with 2,4 xylidine and 2,5 xylidine were cleaned. Spiked water samples were produced by adding specific amounts of 2,4 xylidine and 2,5 xylidine to deionized water. A soil containing 70 wt % sand, 10 wt % black earth, 10 wt % peat and 10 wt % water was produce and spiked with a xylidine/methanol solution. The methanol was thereafter evaporated by air drying at room temperature. Starting materials: C(C1=CC=CC=C1)N1CC2(CCC2C1)NC(=O)OC(C)(C)C (3-benzyl-1-(t-butoxycarbonylamino)-3-azabicyclo[3.2.0]heptane), FC(C(=O)O)(F)F (trifluoroacetic acid). Run in C(Cl)Cl (methylene chloride). Reaction conditions: time 3 hour. Yields the product C(C1=CC=CC=C1)N1CC2(CCC2C1)NC=O (3-benzyl-1-formylamino-3-azabicyclo[3.2.0]heptane). Isolated yield 59.9%. RXN SMILES: [CH2:1]([N:8]1[CH2:14][CH:13]2[C:10]([NH:15][C:16](OC(C)(C)C)=[O:17])([CH2:11][CH2:12]2)[CH2:9]1)[C:2]1[CH:7]=[CH:6][CH:5]=[CH:4][CH:3]=1.FC(F)(F)C(O)=O>C(Cl)Cl>[CH2:1]([N:8]1[CH2:14][CH:13]2[C:10]([NH:15][CH:16]=[O:17])([CH2:11][CH2:12]2)[CH2:9]1)[C:2]1[CH:3]=[CH:4][CH:5]=[CH:6][CH:7]=1. Procedure details: 6.8 g of 3-benzyl-1-(t-butoxycarbonylamino)-3-azabicyclo[3.2.0]heptane was dissolved in 20 ml of methylene chloride, and 50 ml of trifluoroacetic acid was added thereto, followed by stirring for 3 hours. The reaction mixture was concentrated, mixed with an aqueous solution of sodium hydroxide under cooling with ice, and extracted with chloroform. After the extract was dried over anhydrous magnesium sulfate, the chloroform was distilled off. The resulting crude product was dissolved in 47 ml of f...